From a dataset of the Open Reaction Database (ORD), a public repository of structured organic reaction records. describe an organic reaction: reactants, conditions, products, and yield Reactants: CCO, CC(=O)[O-], NNc1ccc(Cl)cc1, Cl, [Na+], O=Cc1ccccn1. Product: Clc1ccc(NN=Cc2ccccn2)cc1. As a reaction SMILES: [CH2:24]([OH:25])[CH3:26].[CH3:20][C:21](=[O:22])[O-:23].[Cl:10][c:11]1[cH:12][cH:13][c:14]([NH:17][NH2:18])[cH:15][cH:16]1.[ClH:9].[Na+:19].[n:1]1[c:2]([CH:7]=[O:8])[cH:3][cH:4][cH:5][cH:6]1>>[n:1]1[c:2]([CH:7]=[N:18][NH:17][c:14]2[cH:13][cH:12][c:11]([Cl:10])[cH:16][cH:15]2)[cH:3][cH:4][cH:5][cH:6]1. The reactants are CC1(CCC=2C=CC(=NC2C1)C(=O)O)C (7,7-dimethyl-5,6,7,8-tetrahydro-quinoline-2-carboxylic acid), NC(CO)(C)C (2-amino-2-methyl-1-propanol). The product is OCC(C)(C)NC(=O)C1=NC=2CC(CCC2C=C1)(C)C (N-(1-hydroxy-2-methylpropan-2-yl)-7,7-dimethyl-5,6,7,8-tetrahydroquinoline-2-carboxamide). Reaction SMILES: [CH3:1][C:2]1([CH3:15])[CH2:11][C:10]2[N:9]=[C:8]([C:12]([OH:14])=O)[CH:7]=[CH:6][C:5]=2[CH2:4][CH2:3]1.[NH2:16][C:17]([CH3:21])([CH3:20])[CH2:18][OH:19]>>[OH:19][CH2:18][C:17]([NH:16][C:12]([C:8]1[CH:7]=[CH:6][C:5]2[CH2:4][CH2:3][C:2]([CH3:1])([CH3:15])[CH2:11][C:10]=2[N:9]=1)=[O:14])([CH3:21])[CH3:20]. Procedure details: The title compound was synthesized in analogy to Example 1, using 7,7-dimethyl-5,6,7,8-tetrahydro-quinoline-2-carboxylic acid (Example 143 d) and 2-amino-2-methyl-1-propanol (CAN 124-68-5) as starting materials, LC-MS (UV peak area/EIC) 99.7%, 277.1910(M+H)+. Reactants: CC(=O)[O-], CCO, CO, CC(C)O, [Cl-], N#Cc1ccccn1, [NH4+], [NH4+], C1CCOC1, CN(C)C=O. As a reaction SMILES: [CH3:12][C:13](=[O:14])[O-:15].[CH3:32][CH2:33][OH:34].[CH3:9][OH:10].[CH:28]([OH:29])([CH3:30])[CH3:31].[Cl-:16].[N:1]#[C:2][c:3]1[cH:4][cH:5][cH:6][cH:7][n:8]1.[NH4+:11].[NH4+:17].[O:18]1[CH2:19][CH2:20][CH2:21][CH2:22]1.[O:23]=[CH:24][N:25]([CH3:26])[CH3:27]>>[NH2:1][C:2]([c:3]1[cH:4][cH:5][cH:6][cH:7][n:8]1)=[NH:11]. The product is N=C(N)c1ccccn1. Reactants: CC=1C=C2C(C=CC(=O)C2=CC1C)=O (6,7-dimethyl naphtho-1,4-quinone), BrBr (bromine), O (water), C(C)(=O)[O-].[Na+] (sodium acetate). Run in C(C)(=O)O (acetic acid), C(C)(=O)O (acetic acid). Run at time 2 hour. The product is BrC=1C(=O)C2=CC(=C(C=C2C(C1)=O)C)C (2-Bromo-6,7-dimethyl naphtho-1,4-quinone). As a reaction SMILES: [CH3:1][C:2]1[CH:3]=[C:4]2[C:10](=[CH:11][C:12]=1[CH3:13])[C:8](=[O:9])[CH:7]=[CH:6][C:5]2=[O:14].[Br:15]Br.C([O-])(=O)C.[Na+].O>C(O)(=O)C>[Br:15][C:6]1[C:5]([C:4]2[C:10]([C:8](=[O:9])[CH:7]=1)=[CH:11][C:12]([CH3:13])=[C:2]([CH3:1])[CH:3]=2)=[O:14] |f:2.3|. Reported procedure: A solution of 6,7-dimethyl naphtho-1,4-quinone (20.0 g.; 0.107 mole) in glacial acetic acid (250 ml) was stirred during the dropwise addition of bromine (5.6 ml; 17.2 g; 0.107 mole) in acetic acid (10 ml.) at 15° C. and allowed to stir at this temperature for a further 2 hours. Anhydrous sodium acetate (20 g) was added and the mixture stirred at 100° C. for 11/2 hours after an initial half hour period at room temperature; cooled, poured into water (2.5 l) and the yellow bromo product filtered of... Starting materials: CC1=CC=C(C=C1)S(=O)(=O)OCC(COC=1C=C2C(N(C=NC2=CC1)C1=C(C=CC(=C1)C(=O)NC1CC1)C)=O)(C)O (3-[(3-{5-[(cyclopropylamino)carbonyl]-2-methylphenyl}-4-oxo-3,4-dihydroquinazolin-6-yl)oxy]-2-hydroxy-2-methylpropyl 4-methylbenzenesulfonate), C([O-])([O-])=O.[K+].[K+] (potassium carbonate), N1CCCC1 (pyrrolidine). Run in CN(C)C=O (DMF). Run at time 18 hour. The product is C1(CC1)NC(C1=CC(=C(C=C1)C)N1C=NC2=CC=C(C=C2C1=O)OCC(CN1CCCC1)(C)O)=O (N-cyclopropyl-3-[6-(2-hydroxy-2-methyl-3-pyrrolidin-1-ylpropoxy)-4-oxoquinazolin-3(4H)-yl]-4-methylbenzamide). The yield is 30.3%. As a reaction SMILES: CC1C=CC(S(O[CH2:12][C:13]([OH:41])([CH3:40])[CH2:14][O:15][C:16]2[CH:17]=[C:18]3[C:23](=[CH:24][CH:25]=2)[N:22]=[CH:21][N:20]([C:26]2[CH:31]=[C:30]([C:32]([NH:34][CH:35]4[CH2:37][CH2:36]4)=[O:33])[CH:29]=[CH:28][C:27]=2[CH3:38])[C:19]3=[O:39])(=O)=O)=CC=1.C(=O)([O-])[O-].[K+].[K+].[NH:48]1[CH2:52][CH2:51][CH2:50][CH2:49]1>CN(C=O)C>[CH:35]1([NH:34][C:32](=[O:33])[C:30]2[CH:29]=[CH:28][C:27]([CH3:38])=[C:26]([N:20]3[C:19](=[O:39])[C:18]4[C:23](=[CH:24][CH:25]=[C:16]([O:15][CH2:14][C:13]([OH:41])([CH3:40])[CH2:12][N:48]5[CH2:52][CH2:51][CH2:50][CH2:49]5)[CH:17]=4)[N:22]=[CH:21]3)[CH:31]=2)[CH2:37][CH2:36]1 |f:1.2.3|. Procedure details: To a solution of the crude 3-[(3-{5-[(cyclopropylamino)carbonyl]-2-methylphenyl}-4-oxo-3,4-dihydroquinazolin-6-yl)oxy]-2-hydroxy-2-methylpropyl 4-methylbenzenesulfonate (0.2 g) in anhydrous DMF (10 ml) was added potassium carbonate (0.1 g) followed by pyrrolidine (0.15 g) and the mixture stirred at room temperature for 18 hours. The mixture was concentrated and purification by preparative HPLC provided the title compound as a gum (50 mg); NMR Spectrum: (CDCl3) 0.60 (m, 2H), 0.90 (m, 2H), 1.20 (m...